This data is from the Open Reaction Database (ORD), a public repository of structured organic reaction records. The task is: describe an organic reaction: reactants, conditions, products, and yield Product: Cn1c(C(F)(F)F)cc(=O)n(-c2c(F)cc(Cl)c(O)c2NC(=O)c2ccc3ccccc3c2)c1=O. Reactants: C1COCCO1, Cn1c(C(F)(F)F)cc(=O)n(-c2c(F)cc(Cl)c(O)c2N)c1=O, O=C(Cl)c1ccc2ccccc2c1. As a reaction SMILES: [CH2:37]1[O:38][CH2:39][CH2:40][O:41][CH2:42]1.[NH2:1][c:2]1[c:3](-[n:11]2[c:12](=[O:23])[n:13]([CH3:22])[c:14]([C:18]([F:19])([F:20])[F:21])[cH:15][c:16]2=[O:17])[c:4]([F:10])[cH:5][c:6]([Cl:9])[c:7]1[OH:8].[cH:24]1[c:25]([C:34](=[O:35])[Cl:36])[cH:26][cH:27][c:28]2[cH:29][cH:30][cH:31][cH:32][c:33]12>>[NH:1]([c:2]1[c:3](-[n:11]2[c:12](=[O:23])[n:13]([CH3:22])[c:14]([C:18]([F:19])([F:20])[F:21])[cH:15][c:16]2=[O:17])[c:4]([F:10])[cH:5][c:6]([Cl:9])[c:7]1[OH:8])[C:34]([c:25]1[cH:24][c:33]2[c:28]([cH:27][cH:26]1)[cH:29][cH:30][cH:31][cH:32]2)=[O:35]. The reactants are C(C)(C)(C)OC(=O)N1C[C@H]([C@@H](C1)O)Br (rac-trans-3-bromo-4-hydroxy-pyrrolidine-1-carboxylic acid tert-butyl ester), C(C1=CC=CC=C1)N (benzylamine). Solvent: [OH-].[Na+] (sodium hydroxide). Reaction conditions: temperature 0 celsius. The product is C(C)(C)(C)OC(=O)N1C[C@H]([C@@H](C1)O)NCC1=CC=CC=C1 (Rac-trans-3-Benzylamino-4-hydroxy-pyrrolidine-1-carboxylic acid tert-butyl ester). Isolated yield 60.7%. As a reaction SMILES: [C:1]([O:5][C:6]([N:8]1[CH2:12][C@@H:11]([OH:13])[C@H:10](Br)[CH2:9]1)=[O:7])([CH3:4])([CH3:3])[CH3:2].[CH2:15]([NH2:22])[C:16]1[CH:21]=[CH:20][CH:19]=[CH:18][CH:17]=1>[OH-].[Na+]>[C:1]([O:5][C:6]([N:8]1[CH2:12][C@@H:11]([OH:13])[C@H:10]([NH:22][CH2:15][C:16]2[CH:21]=[CH:20][CH:19]=[CH:18][CH:17]=2)[CH2:9]1)=[O:7])([CH3:4])([CH3:3])[CH3:2] |f:2.3|. Reported procedure: Stir a mixture of crude rac-trans-3-bromo-4-hydroxy-pyrrolidine-1-carboxylic acid tert-butyl ester (75.0 g) and aqueous 1 N sodium hydroxide (400 mL) at room temperature for 2 h. Add benzylamine (0.86 mol, 80.0 g,), stir at 65° C. for 4.5 h and then cool to 0° C. Collect the resultant precipitates by filtration, wash with water and isopropyl ether and dry to obtain the title compound as a white solid (50.0 g, 63%). 1H NMR (300 MHz, CDCl3) δ 7.21-7.38 (m, 5H), 4.06-4.15 (m, 1H), 3.84 (d, J=5.0 Hz... Starting materials: S(=O)(Cl)Cl (thionyl chloride), CN(C=O)C (dimethylformamide), OC1=C2C(OCC2=C(C(=C1C/C=C(/CCC(=O)O)\C)OC)C)=O (E-6-(1,3-dihydro-4-hydroxy-6-methoxy-7-methyl-3-oxo-5-isobenzofuranyl)-4-methyl-4-hexenoic acid). The solvent is ClCCl (dichloromethane). Reaction conditions: time 3 hour. Product: OC1=C2C(OCC2=C(C(=C1C/C=C(/CCC(=O)Cl)\C)OC)C)=O (E-6-(1,3-dihydro-4-hydroxy-6-methoxy-7-methyl-3-oxo-5-isobenzofuranyl)-4-methyl-4-hexenoic acid chloride). As a reaction SMILES: [OH:1][C:2]1[C:10]([CH2:11]/[CH:12]=[C:13](\[CH3:19])/[CH2:14][CH2:15][C:16](O)=[O:17])=[C:9]([O:20][CH3:21])[C:8]([CH3:22])=[C:7]2[C:3]=1[C:4](=[O:23])[O:5][CH2:6]2.S(Cl)([Cl:26])=O.CN(C)C=O>ClCCl>[OH:1][C:2]1[C:10]([CH2:11]/[CH:12]=[C:13](\[CH3:19])/[CH2:14][CH2:15][C:16]([Cl:26])=[O:17])=[C:9]([O:20][CH3:21])[C:8]([CH3:22])=[C:7]2[C:3]=1[C:4](=[O:23])[O:5][CH2:6]2. Procedure details: E-6-(1,3-dihydro-4-hydroxy-6-methoxy-7-methyl-3-oxo-5-isobenzofuranyl)-4-methyl-4-hexenoic acid (mycophenolic acid) (32.0 g) was dissolved in dichloromethane (250 ml), followed by the addition of thionyl chloride (25.0 ml) and dimethylformamide (0.3 ml). The reaction mixture was stirred at room temperature for 3 hours, after which the volatile components were removed under vacuum to afford E-6-(1,3-dihydro-4-hydroxy-6-methoxy-7-methyl-3-oxo-5-isobenzofuranyl)-4-methyl-4-hexenoic acid chloride as... The reactants are C(C)OC(C(C(C(C)=O)Cl)=O)=O (3-Chloro-2,4-dioxo-pentanoic ethyl ester), NC1=NNC=C1 (3-aminopyrazole), N1CCCCC1 (piperidine). Run in CC#N (MeCN), CCO (EtOH). Conditions: temperature 90 celsius. Yields the product C(C)OC(=O)C1=NC=2N(C(=C1Cl)C)N=CC2 (6-chloro-7-methylpyrazolo[1,5-a]pyrimidine-5-carboxylic acid ethyl ester). The yield is 19.8%. As a reaction SMILES: [CH2:1]([O:3][C:4](=[O:12])[C:5](=O)[CH:6]([Cl:10])[C:7](=O)[CH3:8])[CH3:2].[NH2:13][C:14]1[CH:18]=[CH:17][NH:16][N:15]=1.N1CCCCC1>CC#N.CCO>[CH2:1]([O:3][C:4]([C:5]1[C:6]([Cl:10])=[C:7]([CH3:8])[N:15]2[N:16]=[CH:17][CH:18]=[C:14]2[N:13]=1)=[O:12])[CH3:2]. Procedure details: 3-Chloro-2,4-dioxo-pentanoic ethyl ester (0.325 g, 1.685 mmol) is added to a solution of 3-aminopyrazole (0.14 g, 1.685 mmol) and piperidine (0.18 mL, 1.85 mmol) in MeCN (15 mL), and the reaction mixture heated at 90° C. for 17 hours. After cooling to room temperature, the reaction mixture is diluted with EtOH and concentrated. Purification by flash chromatography (0.5% MeOH in methylene chloride) gives 80 mg (20%) desired product. 1H NMR (400 mHz, CD3OD) δ 8.27 (d, 1H), 6.84 (d, 1H), 4.48 (q, 2...